Dataset: the Open Reaction Database (ORD), a public repository of structured organic reaction records. Task: describe an organic reaction: reactants, conditions, products, and yield Starting materials: CC1(OCCO1)C1=CC=C(O1)CN1N=C(C=C1)N (1-[5-(2-methyl-[1,3]dioxolan-2-yl)-furan-2-ylmethyl]-1H-pyrazol-3-ylamine), COC=1C=C(C=CC1)C1=C(N=CO1)C(=O)O (5-(3-methoxy-phenyl)-oxazole-4-carboxylic acid). Product: C(C)(=O)C1=CC=C(O1)CN1N=C(C=C1)NC(=O)C=1N=COC1C1=CC(=CC=C1)OC (5-(3-Methoxy-phenyl)-oxazole-4-carboxylic acid [1-(5-acetyl-furan-2-ylmethyl)-1H-pyrazol-3-yl]-amide). RXN SMILES: [CH3:1][C:2]1([C:7]2[O:11][C:10]([CH2:12][N:13]3[CH:17]=[CH:16][C:15]([NH2:18])=[N:14]3)=[CH:9][CH:8]=2)[O:6]CCO1.[CH3:19][O:20][C:21]1[CH:22]=[C:23]([C:27]2[O:31][CH:30]=[N:29][C:28]=2[C:32](O)=[O:33])[CH:24]=[CH:25][CH:26]=1>>[C:2]([C:7]1[O:11][C:10]([CH2:12][N:13]2[CH:17]=[CH:16][C:15]([NH:18][C:32]([C:28]3[N:29]=[CH:30][O:31][C:27]=3[C:23]3[CH:24]=[CH:25][CH:26]=[C:21]([O:20][CH3:19])[CH:22]=3)=[O:33])=[N:14]2)=[CH:9][CH:8]=1)(=[O:6])[CH3:1]. Procedure: Following general procedure B followed by either C or D, starting from 1-[5-(2-methyl-[1,3]dioxolan-2-yl)-furan-2-ylmethyl]-1H-pyrazol-3-ylamine and 5-(3-methoxy-phenyl)-oxazole-4-carboxylic acid. Reactants: CC1=C(OC2CN(C2)C(=O)OC(C)(C)C)C=CC(=C1)CN1CCCC1 (tert-butyl 3-(2-methyl-4-(pyrrolidin-1-ylmethyl)phenoxy)azetidine-1-carboxylate). Solvent: solution, Cl (HCl), CO (MeOH). The product is N1CC(C1)OC1=C(C=C(CN2CCCC2)C=C1)C (1-(4-(Azetidin-3-yloxy)-3-methylbenzyl)pyrrolidine). Isolated yield 81.2%. Reaction SMILES: [CH3:1][C:2]1[CH:19]=[C:18]([CH2:20][N:21]2[CH2:25][CH2:24][CH2:23][CH2:22]2)[CH:17]=[CH:16][C:3]=1[O:4][CH:5]1[CH2:8][N:7](C(OC(C)(C)C)=O)[CH2:6]1>Cl.CO>[NH:7]1[CH2:6][CH:5]([O:4][C:3]2[CH:16]=[CH:17][C:18]([CH2:20][N:21]3[CH2:22][CH2:23][CH2:24][CH2:25]3)=[CH:19][C:2]=2[CH3:1])[CH2:8]1. Procedure details: Intermediate 19A (0.75 g, 2.15 mmol) was dissolved in a 4.0 M solution of HCl in MeOH (20 mL) and the reaction mixture was stirred at RT over night. The mixture was concentrated and the residue was dissolved in water. The solution was basified to pH=10 with aqueous NaOH (1.0 M) and extracted with DCM (4×30 mL). The combined organic phases were filtered through a phase separator and the solvent was removed by evaporation. There was obtained 0.43 g (72%) of 19B as a colorless oil. 1H NMR (500 MHz,...